This data is from the Open Reaction Database (ORD), a public repository of structured organic reaction records. The task is: describe an organic reaction: reactants, conditions, products, and yield Product: BrC=1C(=C2CCC(NC2=CC1)=O)Cl (6-bromo-5-chloro-3,4-dihydroquinolin-2(1H)-one). Procedure: To a stirred solution of 5-chloro-3,4-dihydroquinolin-2(1H)-one (143-4; 0.4 g, 0.022 mol) in N,N-dimethylformamide (10 mL) was added N-bromosuccinimide (0.47 g, 0.0026 mol) portion wise at 0° C. Reaction mixture was allowed to stir at room temperature for 12 h. The reaction mixture was concentrated and diluted with ice cold water (100 mL) with constant stirring and the solid residue was filtered and dried to obtain the title compound. MS (M+1): 259.9. Starting materials: ClC1=C2CCC(NC2=CC=C1)=O (5-chloro-3,4-dihydroquinolin-2(1H)-one), BrN1C(CCC1=O)=O (N-bromosuccinimide). Run in CN(C=O)C (N,N-dimethylformamide). Reaction conditions: time 12 hour. RXN SMILES: [Cl:1][C:2]1[CH:11]=[CH:10][CH:9]=[C:8]2[C:3]=1[CH2:4][CH2:5][C:6](=[O:12])[NH:7]2.[Br:13]N1C(=O)CCC1=O>CN(C)C=O>[Br:13][C:11]1[C:2]([Cl:1])=[C:3]2[C:8](=[CH:9][CH:10]=1)[NH:7][C:6](=[O:12])[CH2:5][CH2:4]2.